The task is: describe an organic reaction: reactants, conditions, products, and yield. This data is from the Open Reaction Database (ORD), a public repository of structured organic reaction records. Reactants: N1(CCNCC1)C=1C=CC=2N(N1)C(=NN2)C(F)(F)F (6-(piperazin-1-yl)-3-(trifluoromethyl)-[1,2,4]triazolo[4,3-b]pyridazine), CC(C)(C)OC1=CC=C(C=O)C=C1 (4-[(2-methylpropan-2-yl)oxy]benzaldehyde). Product: CC(C)(C)OC1=CC=C(C=C1)CN1CCN(CC1)C=1C=CC=2N(N1)C(=NN2)C(F)(F)F (6-[4-[[4-[(2-methylpropan-2-yl)oxy]phenyl]methyl]piperazin-1-yl]-3-(trifluoromethyl)-[1,2,4]triazolo[4,3-b]pyridazine). Reaction SMILES: [N:1]1([C:7]2[CH:8]=[CH:9][C:10]3[N:11]([C:13]([C:16]([F:19])([F:18])[F:17])=[N:14][N:15]=3)[N:12]=2)[CH2:6][CH2:5][NH:4][CH2:3][CH2:2]1.[CH3:20][C:21]([O:24][C:25]1[CH:32]=[CH:31][C:28]([CH:29]=O)=[CH:27][CH:26]=1)([CH3:23])[CH3:22]>>[CH3:23][C:21]([O:24][C:25]1[CH:26]=[CH:27][C:28]([CH2:29][N:4]2[CH2:3][CH2:2][N:1]([C:7]3[CH:8]=[CH:9][C:10]4[N:11]([C:13]([C:16]([F:17])([F:18])[F:19])=[N:14][N:15]=4)[N:12]=3)[CH2:6][CH2:5]2)=[CH:31][CH:32]=1)([CH3:20])[CH3:22]. Procedure details: Reductive amination of 6-(piperazin-1-yl)-3-(trifluoromethyl)-[1,2,4]triazolo[4,3-b]pyridazine with 4-[(2-methylpropan-2-yl)oxy]benzaldehyde was carried out according to General Synthetic Method 7. The crude product was purified by hplc using a Waters XBridge Prep C18 OBD column, 5μ silica, 30 mm diameter, 100 mm length eluted with decreasingly polar mixtures of water (containing 0.1% aqueous ammonia) and acetonitrile as eluents to give 6-[4-[[4-[(2-methylpropan-2-yl)oxy]phenyl]methyl]piperazin-... The reactants are CC1CC(I)C2CC1C(=O)O2, CC(C)(C#N)N=NC(C)(C)C#N, c1ccccc1, c1ccncc1. The product is CC1CCC2CC1C(=O)O2. RXN SMILES: [I:1][CH:2]1[CH2:3][CH:4]([CH3:11])[CH:5]2[C:6](=[O:10])[O:7][CH:8]1[CH2:9]2.[N:12]#[C:13][C:14]([N:15]=[N:16][C:17]([C:18]#[N:19])([CH3:20])[CH3:21])([CH3:22])[CH3:23].[cH:24]1[cH:25][cH:26][cH:27][cH:28][cH:29]1.[cH:30]1[cH:31][cH:32][n:33][cH:34][cH:35]1>>[CH2:2]1[CH2:3][CH:4]([CH3:11])[CH:5]2[C:6](=[O:10])[O:7][CH:8]1[CH2:9]2.